Task: describe an organic reaction: reactants, conditions, products, and yield. Dataset: the Open Reaction Database (ORD), a public repository of structured organic reaction records Reactants: C(C)(=O)C1=[N+](C2=CC=CC=C2[N+](=C1C)[O-])[O-] (2-acetyl-3-methylquinoxaline-1,4-dioxide), BrBr (bromine). The solvent is CO (methanol). Conditions: time 5 day. Product: C(C)(=O)C1=[N+](C2=CC=CC=C2[N+](=C1CBr)[O-])[O-] (2-acetyl-3-bromomethylquinoxaline-1,4-dioxide). As a reaction SMILES: [C:1]([C:4]1[C:13]([CH3:14])=[N+:12]([O-:15])[C:11]2[C:6](=[CH:7][CH:8]=[CH:9][CH:10]=2)[N+:5]=1[O-:16])(=[O:3])[CH3:2].[Br:17]Br>CO>[C:1]([C:4]1[C:13]([CH2:14][Br:17])=[N+:12]([O-:15])[C:11]2[C:6](=[CH:7][CH:8]=[CH:9][CH:10]=2)[N+:5]=1[O-:16])(=[O:3])[CH3:2]. Procedure details: To a stirred suspension of 2-acetyl-3-methylquinoxaline-1,4-dioxide (1.57 moles) in 3 liters of methanol was added bromine (1.74 moles) over a period of 2 hours. The reaction mixture was then stirred for 5 days at room temperature. The resulting yellow solid was collected by filtration, washed with methanol and ether. Yield, 331 grams (71%); m.p. 164-6° C. Starting materials: CSC=1C=C(C=CC1)N1C(=C2C(=C1C)C(CC2(C)C)(C(=O)N)C)C (2-(3-methylmercaptophenyl)-2,4,5,6-tetrahydro-1,3,4,6,6-pentamethylcyclopenta[c]pyrrole-4-carboxamide), C(=O)OO (performic acid). Solvent: CC(=O)C (acetone). Yields the product CS(=O)C=1C=C(C=CC1)N1C(=C2C(=C1C)C(CC2(C)C)(C(=O)N)C)C (2-(3-methylsulfinylphenyl)-2,4,5,6-tetrahydro-1,3,4,6,6-pentamethylcyclopenta [c]pyrrole-4-carboxamide). RXN SMILES: [CH3:1][S:2][C:3]1[CH:4]=[C:5]([N:9]2[C:13]([CH3:14])=[C:12]3[C:15]([CH3:23])([C:20]([NH2:22])=[O:21])[CH2:16][C:17]([CH3:19])([CH3:18])[C:11]3=[C:10]2[CH3:24])[CH:6]=[CH:7][CH:8]=1.C(OO)=[O:26]>CC(C)=O>[CH3:1][S:2]([C:3]1[CH:4]=[C:5]([N:9]2[C:13]([CH3:14])=[C:12]3[C:15]([CH3:23])([C:20]([NH2:22])=[O:21])[CH2:16][C:17]([CH3:19])([CH3:18])[C:11]3=[C:10]2[CH3:24])[CH:6]=[CH:7][CH:8]=1)=[O:26]. Procedure details: Reaction of the 2-(3-methylmercaptophenyl)-2,4,5,6-tetrahydro-1,3,4,6,6-pentamethylcyclopenta[c]pyrrole-4-carboxamide described above in Example 1CK with one molar equivalent of performic acid in acetone at room temperature affords 2-(3-methylsulfinylphenyl)-2,4,5,6-tetrahydro-1,3,4,6,6-pentamethylcyclopenta [c]pyrrole-4-carboxamide. The reactants are C1CCOC1, CCCCCC, CC(C)[N-]C(C)C, ClCCCI, ClCCl, O=C1CCCc2onc(-c3cccc(F)c3)c21, ON=Cc1cccc(F)c1, [Li+], O. Yields the product O=C1c2c(-c3cccc(F)c3)noc2CCC1CCCCl. As a reaction SMILES: [CH2:41]1[O:42][CH2:43][CH2:44][CH2:45]1.[CH3:46][CH2:47][CH2:48][CH2:49][CH2:50][CH3:51].[CH:28]([N-:29][CH:30]([CH3:31])[CH3:32])([CH3:33])[CH3:34].[Cl:36][CH2:37][CH2:38][CH2:39][I:40].[Cl:52][CH2:53][Cl:54].[F:11][c:12]1[cH:13][c:14](-[c:18]2[n:19][o:20][c:21]3[c:22]2[C:23](=[O:27])[CH2:24][CH2:25][CH2:26]3)[cH:15][cH:16][cH:17]1.[F:1][c:2]1[cH:3][c:4]([CH:8]=[N:9][OH:10])[cH:5][cH:6][cH:7]1.[Li+:35].[OH2:55]>>[F:11][c:12]1[cH:13][c:14](-[c:18]2[n:19][o:20][c:21]3[c:22]2[C:23](=[O:27])[CH:24]([CH2:39][CH2:38][CH2:37][Cl:36])[CH2:25][CH2:26]3)[cH:15][cH:16][cH:17]1. The reactants are COC(=O)CNc1ccc(C=CC(=O)N(C)Cc2c(C)[nH]c3ccccc23)cn1, CN, CO. The product is CNC(=O)CNc1ccc(C=CC(=O)N(C)Cc2c(C)[nH]c3ccccc23)cn1. RXN SMILES: [CH3:1][O:2][C:3](=[O:4])[CH2:5][NH:6][c:7]1[cH:8][cH:9][c:10]([CH:13]=[CH:14][C:15](=[O:16])[N:17]([CH2:18][c:19]2[c:20]([CH3:28])[nH:21][c:22]3[cH:23][cH:24][cH:25][cH:26][c:27]23)[CH3:29])[cH:11][n:12]1.[CH3:30][NH2:31].[CH3:32][OH:33]>>[O:2]=[C:3]([CH2:5][NH:6][c:7]1[cH:8][cH:9][c:10]([CH:13]=[CH:14][C:15](=[O:16])[N:17]([CH2:18][c:19]2[c:20]([CH3:28])[nH:21][c:22]3[cH:23][cH:24][cH:25][cH:26][c:27]23)[CH3:29])[cH:11][n:12]1)[NH:31][CH3:30]. The reactants are C#CCCC (pent-1-yne), C(CCC)[Li] (n-butyl lithium), CC(C(CN1N=CN=C1)=O)(CF)C (3,3-dimethyl-4-fluoro-1-(1,2,4-triazol-1-yl)butan-2-one). Reagents/catalysts: CC([O-])C.CC([O-])C.CC([O-])C.Cl[Ti+3] (chlorotitanium tri-isopropoxide). Run in O1CCCC1 (tetrahydrofuran), O1CCCC1 (tetrahydrofuran). Reaction conditions: time 15 minute. The product is CC(CF)(C(CN1N=CN=C1)(C#CCCC)O)C (2,2-dimethyl-1-fluoro-3-hydroxy-3-(pent-1-yne-1-yl)-4-(1,2,4-triazol-1-yl)butane). The yield is 50.2%. Reaction SMILES: [CH:1]#[C:2][CH2:3][CH2:4][CH3:5].C([Li])CCC.[CH3:11][C:12]([CH3:23])([CH2:21][F:22])[C:13](=[O:20])[CH2:14][N:15]1[CH:19]=[N:18][CH:17]=[N:16]1>O1CCCC1.CC(C)[O-].CC(C)[O-].CC(C)[O-].Cl[Ti+3]>[CH3:11][C:12]([CH3:23])([C:13]([OH:20])([C:1]#[C:2][CH2:3][CH2:4][CH3:5])[CH2:14][N:15]1[CH:19]=[N:18][CH:17]=[N:16]1)[CH2:21][F:22] |f:4.5.6.7|. Procedure: To a stirred solution of pent-1-yne (1.5 g, 22 mmol) in dry tetrahydrofuran (40 ml) was added n-butyl lithium (9 ml of 2.6M, 23 mmol) at -78° C. under a nitrogen atmosphere followed by chlorotitanium tri-isopropoxide (22 ml of 1M, 20 mmol). After 15 minutes, a solution of 3,3-dimethyl-4-fluoro-1-(1,2,4-triazol-1-yl)butan-2-one (prepared as in DE 2,820,361) (4.0 g, 22 mmol) in dry tetrahydrofuran (20 ml) was added dropwise. Upon complete addition the mixture was allowed to warm to room temperatur...